describe an organic reaction: reactants, conditions, products, and yield From a dataset of the Open Reaction Database (ORD), a public repository of structured organic reaction records. Reactants: C(C1=CC=CC=C1)OC(=O)N1CCC(CC1)C=O (4-formylpiperidine-1-carboxylic acid benzyl ester), C(C)[Mg]Br (ethylmagnesium bromide). The solvent is C1CCOC1 (THF). Run at time 1 hour. The product is C(C1=CC=CC=C1)OC(=O)N1CCC(CC1)C(CC)O (4-(1-Hydroxypropyl)piperidine-1-carboxylic acid benzyl ester). Isolated yield 61.6%. Reaction SMILES: [CH2:1]([O:8][C:9]([N:11]1[CH2:16][CH2:15][CH:14]([CH:17]=[O:18])[CH2:13][CH2:12]1)=[O:10])[C:2]1[CH:7]=[CH:6][CH:5]=[CH:4][CH:3]=1.[CH2:19]([Mg]Br)[CH3:20]>C1COCC1>[CH2:1]([O:8][C:9]([N:11]1[CH2:16][CH2:15][CH:14]([CH:17]([OH:18])[CH2:19][CH3:20])[CH2:13][CH2:12]1)=[O:10])[C:2]1[CH:7]=[CH:6][CH:5]=[CH:4][CH:3]=1. Procedure details: To a solution of 4-formylpiperidine-1-carboxylic acid benzyl ester (1.0 g, 4.04 mmol) in THF (15 mL) at 0° C. was added ethylmagnesium bromide (1.0M in THF, 8.1 mL, 8.08 mmol) and the mixture was stirred at 0° for 1 h. The reaction mixture was then quenched with water and extracted with EtOAc. The organic phase was washed with brine, dried (MgSO4) and then concentrated in vacuo. The resulting residue was purified by column chromatography (Si-PCC, gradient 0-100% EtOAc in hexane) affording 4-(1-H... Reported procedure: 0.1 mol of 4'-n-pentyl-2,3-difluorobiphenyl-4-ol and 0.1 mol of trans-4-n-pentylcyclohexylmethyl iodide and heated in the presence of 0.12 mol of anhydrous K2CO3 in dimethylformamide (DMF) until the mixture boils gently. When the reaction has ended, the mixture is worked up in the customary manner and the product is purified by chromatography and crystallization. Trans-4-n-pentylcyclohexylmethyl 4'-pentyl-2,3-difluorobiphenyl-4-yl ether is obtained. Reaction SMILES: [CH2:1]([C:6]1[CH:11]=[CH:10][C:9]([C:12]2[CH:17]=[CH:16][C:15]([OH:18])=[C:14]([F:19])[C:13]=2[F:20])=[CH:8][CH:7]=1)[CH2:2][CH2:3][CH2:4][CH3:5].[CH2:21]([C@H:26]1[CH2:31][CH2:30][C@H:29]([CH2:32]I)[CH2:28][CH2:27]1)[CH2:22][CH2:23][CH2:24][CH3:25].C([O-])([O-])=O.[K+].[K+]>CN(C)C=O>[CH2:1]([C:6]1[CH:7]=[CH:8][C:9]([C:12]2[CH:17]=[CH:16][C:15]([O:18][CH2:32][C@H:29]3[CH2:30][CH2:31][C@H:26]([CH2:21][CH2:22][CH2:23][CH2:24][CH3:25])[CH2:27][CH2:28]3)=[C:14]([F:19])[C:13]=2[F:20])=[CH:10][CH:11]=1)[CH2:2][CH2:3][CH2:4][CH3:5] |f:2.3.4|. Run in CN(C=O)C (dimethylformamide). Yields the product C(CCCC)C1=CC=C(C=C1)C1=C(C(=C(C=C1)OC[C@@H]1CC[C@H](CC1)CCCCC)F)F (Trans-4-n-pentylcyclohexylmethyl 4'-pentyl-2,3-difluorobiphenyl-4-yl ether). Starting materials: C(CCCC)C1=CC=C(C=C1)C1=C(C(=C(C=C1)O)F)F (4'-n-pentyl-2,3-difluorobiphenyl-4-ol), C(CCCC)[C@@H]1CC[C@H](CC1)CI (trans-4-n-pentylcyclohexylmethyl iodide), C(=O)([O-])[O-].[K+].[K+] (K2CO3). The reactants are C(C1=CC=CC=C1)OC(=O)N[C@@H]([C@H](CO)O)CC1=CC=CC=C1 ((2R,3R)-3-(benzyloxycarbonylamino)-4-phenylbutane-1,2-diol), C(C1=CC=CC=C1)OC(=O)N[C@H]([C@@H](CO)O)CC1=CC=CC=C1 ((2S,3S)-3-(benzyloxycarbonylamino)-4-phenylbutane-1,2-diol). Product: OC[C@H]1[C@H](NC(O1)=O)CC1=CC=CC=C1 ((4R,5R)-5-hydroxymethyl-4-phenylmethyloxazolidinone). Yield: 69.8%. As a reaction SMILES: C([O:8][C:9]([NH:11][C@H:12]([CH2:17][C:18]1[CH:23]=[CH:22][CH:21]=[CH:20][CH:19]=1)[C@@H:13]([OH:16])[CH2:14][OH:15])=O)C1C=CC=CC=1.C(OC(N[C@@H](CC1C=CC=CC=1)[C@H](O)CO)=O)C1C=CC=CC=1>>[OH:15][CH2:14][C@@H:13]1[O:16][C:9](=[O:8])[NH:11][C@@H:12]1[CH2:17][C:18]1[CH:23]=[CH:22][CH:21]=[CH:20][CH:19]=1. Reported procedure: The reaction procedure of Example 9 was repeated except that 400 mg (1.27 mmols) of (2R,3R)-3-(benzyloxycarbonylamino)-4-phenylbutane-1,2-diol was used in lieu of 400 mg (1.27 mmols) of (2S,3S)-3-(benzyloxycarbonylamino)-4-phenylbutane-1,2-diol and the reaction product was purified by silica gel column chromatography (hexane/ethyl acetate=2/1) to provide (183 mg (0.887 mmol, yield 70%) of (4R,5R)-5-hydroxymethyl-4-phenylmethyloxazolidinone as crystals. Starting materials: CC(C)(C)OC(=O)Nc1ccc(OCC(F)(F)F)cc1NC(=O)CC(=O)c1cccc(-c2cccnc2)c1, ClCCl, O=C(O)C(F)(F)F. Product: O=C1CC(c2cccc(-c3cccnc3)c2)=Nc2ccc(OCC(F)(F)F)cc2N1. As a reaction SMILES: [C:1]([O:2][C:3](=[O:4])[NH:7][c:8]1[c:9]([NH:20][C:21]([CH2:22][C:23](=[O:5])[c:24]2[cH:25][c:26](-[c:30]3[cH:31][n:32][cH:33][cH:34][cH:35]3)[cH:27][cH:28][cH:29]2)=[O:37])[cH:10][c:11]([O:14][CH2:15][C:16]([F:17])([F:18])[F:19])[cH:12][cH:13]1)([CH3:6])([CH3:36])[CH3:38].[Cl:46][CH2:47][Cl:48].[F:39][C:40]([F:41])([F:42])[C:43]([OH:44])=[O:45]>>[N:7]1=[C:23]([c:24]2[cH:25][c:26](-[c:30]3[cH:31][n:32][cH:33][cH:34][cH:35]3)[cH:27][cH:28][cH:29]2)[CH2:22][C:21](=[O:37])[NH:20][c:9]2[c:8]1[cH:13][cH:12][c:11]([O:14][CH2:15][C:16]([F:17])([F:18])[F:19])[cH:10]2. Reactants: BrCc1ccccc1, O=C([O-])[O-], CN(C)C=O, CO, [K+], [K+], O, COc1cc(C=O)ccc1O. Yields the product COc1cc(C=O)ccc1OCc1ccccc1. Reaction SMILES: [Br:18][CH2:19][c:20]1[cH:21][cH:22][cH:23][cH:24][cH:25]1.[C:12](=[O:13])([O-:14])[O-:15].[CH3:27][N:28]([CH3:29])[CH:30]=[O:31].[CH3:32][OH:33].[K+:16].[K+:17].[OH2:26].[OH:1][c:2]1[c:3]([O:10][CH3:11])[cH:4][c:5]([CH:6]=[O:7])[cH:8][cH:9]1>>[O:1]([c:2]1[c:3]([O:10][CH3:11])[cH:4][c:5]([CH:6]=[O:7])[cH:8][cH:9]1)[CH2:19][c:20]1[cH:21][cH:22][cH:23][cH:24][cH:25]1. Starting materials: FC=1C=CC(=NC1)C1=NOC(=C1CCC=1SC(=C(N1)C)C(=O)O)C (2-{2-[3-(5-fluoro-pyridin-2-yl)-5-methyl-isoxazol-4-yl]-ethyl}-4-methyl-thiazole-5-carboxylic acid), FC(CN)(F)F (2,2,2-trifluoroethylamine). Yields the product FC(CNC(=O)C1=C(N=C(S1)CCC=1C(=NOC1C)C1=NC=C(C=C1)F)C)(F)F (2-{2-[3-(5-Fluoro-pyridin-2-yl)-5-methyl-isoxazol-4-yl]ethyl}-4-methyl-thiazole-5-carboxylic acid (2,2,2-trifluoro-ethyl)-amide). Isolated yield 90.0%. Reaction SMILES: [F:1][C:2]1[CH:3]=[CH:4][C:5]([C:8]2[C:12]([CH2:13][CH2:14][C:15]3[S:16][C:17]([C:21]([OH:23])=O)=[C:18]([CH3:20])[N:19]=3)=[C:11]([CH3:24])[O:10][N:9]=2)=[N:6][CH:7]=1.[F:25][C:26]([F:30])([F:29])[CH2:27][NH2:28]>>[F:25][C:26]([F:30])([F:29])[CH2:27][NH:28][C:21]([C:17]1[S:16][C:15]([CH2:14][CH2:13][C:12]2[C:8]([C:5]3[CH:4]=[CH:3][C:2]([F:1])=[CH:7][N:6]=3)=[N:9][O:10][C:11]=2[CH3:24])=[N:19][C:18]=1[CH3:20])=[O:23]. Procedure: As described for example 31b, 2-{2-[3-(5-fluoro-pyridin-2-yl)-5-methyl-isoxazol-4-yl]-ethyl}-4-methyl-thiazole-5-carboxylic acid (69 mg, 0.20 mmol) was converted, using 2,2,2-trifluoroethylamine instead of 4-aminotetrahydropyran, to the title compound (77 mg, 90%) which was obtained as an off white solid. MS: m/e=429.2 [M+H]+. Reactants: C[N+]1([O-])CCOCC1, CC#N, CC(=O)OCC1OC(O)(c2ccc(Cl)c(CBr)c2)C(OC(C)=O)C(OC(C)=O)C1OC(C)=O. Yields the product CC(=O)OCC1OC(O)(c2ccc(Cl)c(C=O)c2)C(OC(C)=O)C(OC(C)=O)C1OC(C)=O. As a reaction SMILES: [CH3:34][N+:35]1([O-:36])[CH2:37][CH2:39][O:38][CH2:40][CH2:41]1.[CH3:42][C:43]#[N:44].[Cl:1][c:2]1[c:3]([CH2:32][Br:33])[cH:4][c:5]([C:8]2([OH:9])[CH:10]([O:11][C:12]([CH3:13])=[O:14])[CH:15]([O:16][C:17]([CH3:18])=[O:19])[CH:20]([O:21][C:22]([CH3:23])=[O:24])[CH:25]([CH2:27][O:28][C:29]([CH3:30])=[O:31])[O:26]2)[cH:6][cH:7]1>>[Cl:1][c:2]1[c:3]([CH:32]=[O:38])[cH:4][c:5]([C:8]2([OH:9])[CH:10]([O:11][C:12]([CH3:13])=[O:14])[CH:15]([O:16][C:17]([CH3:18])=[O:19])[CH:20]([O:21][C:22]([CH3:23])=[O:24])[CH:25]([CH2:27][O:28][C:29]([CH3:30])=[O:31])[O:26]2)[cH:6][cH:7]1. The reactants are ClC1=CC=C(C=C1)C=1C=C(C=2N(C1)C(=CN2)I)C (6-(4-chloro-phenyl)-3-iodo-8-methyl-imidazo[1,2-a]pyridine), C(#C)C=1C=CC(=NC1)N (5-ethynyl-pyridin-2-ylamine). Yields the product ClC1=CC=C(C=C1)C=1C=C(C=2N(C1)C(=CN2)C#CC=2C=CC(=NC2)N)C (5-[6-(4-Chloro-phenyl)-8-methyl-imidazo[1,2-a]pyridin-3-ylethynyl]-pyridin-2-ylamine), solid. Isolated yield 33.0%. RXN SMILES: [Cl:1][C:2]1[CH:7]=[CH:6][C:5]([C:8]2[CH:9]=[C:10]([CH3:18])[C:11]3[N:12]([C:14](I)=[CH:15][N:16]=3)[CH:13]=2)=[CH:4][CH:3]=1.[C:19]([C:21]1[CH:22]=[CH:23][C:24]([NH2:27])=[N:25][CH:26]=1)#[CH:20]>>[Cl:1][C:2]1[CH:7]=[CH:6][C:5]([C:8]2[CH:9]=[C:10]([CH3:18])[C:11]3[N:12]([C:14]([C:20]#[C:19][C:21]4[CH:22]=[CH:23][C:24]([NH2:27])=[N:25][CH:26]=4)=[CH:15][N:16]=3)[CH:13]=2)=[CH:4][CH:3]=1. Reported procedure: The title compound was prepared from 6-(4-chloro-phenyl)-3-iodo-8-methyl-imidazo[1,2-a]pyridine (example C.21 step 2) (737 mg, 2 mmol) and 5-ethynyl-pyridin-2-ylamine (example D.1) (307 mg, 2.6 mmol) according to general procedure II. Obtained as an off-white solid (240 mg, 33%). MS (ISP) 359.0 [(M+H)+], 361.0 [(M+2+H)+]; mp 231-234° C. Reactants: FC1=C(C=CC=C1)CC(=O)O (2-(2-fluorophenyl)acetic acid), C(C1=CC=CC=C1)[C@H]1CN(CCN1)C1=CC(=C(C=C1)OC)OC1CCCC1 ((S)-3-benzyl-1-(3-cyclopentyloxy-4-methoxy-phenyl)-piperazine). Yields the product C(C1=CC=CC=C1)[C@@H]1N(CCN(C1)C1=CC(=C(C=C1)OC)OC1CCCC1)C(CC1=C(C=CC=C1)F)=O ((S)-1-(2-benzyl-4-(3-(cyclopentyloxy)-4-methoxyphenyl)piperazin-1-yl)-2-(2-fluorophenyl)ethanone). The yield is 50.0%. Reaction SMILES: [F:1][C:2]1[CH:7]=[CH:6][CH:5]=[CH:4][C:3]=1[CH2:8][C:9]([OH:11])=O.[CH2:12]([C@@H:19]1[NH:24][CH2:23][CH2:22][N:21]([C:25]2[CH:30]=[CH:29][C:28]([O:31][CH3:32])=[C:27]([O:33][CH:34]3[CH2:38][CH2:37][CH2:36][CH2:35]3)[CH:26]=2)[CH2:20]1)[C:13]1[CH:18]=[CH:17][CH:16]=[CH:15][CH:14]=1>>[CH2:12]([C@H:19]1[CH2:20][N:21]([C:25]2[CH:30]=[CH:29][C:28]([O:31][CH3:32])=[C:27]([O:33][CH:34]3[CH2:38][CH2:37][CH2:36][CH2:35]3)[CH:26]=2)[CH2:22][CH2:23][N:24]1[C:9](=[O:11])[CH2:8][C:3]1[CH:4]=[CH:5][CH:6]=[CH:7][C:2]=1[F:1])[C:13]1[CH:14]=[CH:15][CH:16]=[CH:17][CH:18]=1. Procedure: Prepared by the method outlined for Example 189 using 2-(2-fluorophenyl)acetic acid and (S)-3-benzyl-1-(3-cyclopentyloxy-4-methoxy-phenyl)-piperazine as starting materials. Product was obtained as an off-white solid (50%). LC/MS (Method B) 4.53 min, [M+1]+ 503.